From a dataset of the Open Reaction Database (ORD), a public repository of structured organic reaction records. describe an organic reaction: reactants, conditions, products, and yield Reactants: [BH4-], COc1cc2ncc(C(N)=O)c(Nc3cccc4c3CCC4=O)c2cc1OC, CC(=O)O, CO, [Na+], [Na+], C1CCOC1, O, O=C([O-])O. The product is COc1cc2ncc(C(N)=O)c(Nc3cccc4c3CCC4O)c2cc1OC. Reaction SMILES: [BH4-:29].[CH3:1][O:2][c:3]1[cH:4][c:5]2[c:6]([NH:18][c:19]3[c:20]4[c:24]([cH:25][cH:26][cH:27]3)[C:23](=[O:28])[CH2:22][CH2:21]4)[c:7]([C:15](=[O:16])[NH2:17])[cH:8][n:9][c:10]2[cH:11][c:12]1[O:13][CH3:14].[CH3:31][C:32](=[O:33])[OH:34].[CH3:40][OH:41].[Na+:30].[Na+:35].[O:42]1[CH2:43][CH2:44][CH2:45][CH2:46]1.[OH2:47].[OH:36][C:37](=[O:38])[O-:39]>>[CH3:1][O:2][c:3]1[cH:4][c:5]2[c:6]([NH:18][c:19]3[c:20]4[c:24]([cH:25][cH:26][cH:27]3)[CH:23]([OH:28])[CH2:22][CH2:21]4)[c:7]([C:15](=[O:16])[NH2:17])[cH:8][n:9][c:10]2[cH:11][c:12]1[O:13][CH3:14]. Starting materials: C(C1=CC=CC=C1)(=O)SC(C(=O)N1C(CCC2=CC=CC=C12)C(=O)O)C ((±)-1-(2-Benzoylthio-1-oxopropyl)-1,2,3,4-tetrahydro-2-quinolinecarboxylic acid), [OH-].[NH4+] (ammonium hydroxide). Solvent: O (water). Run at time 3 hour. Yields the product SC(C(=O)N1C(CCC2=CC=CC=C12)C(=O)O)C ((±)-1-(2-Mercapto-1-oxopropyl)-1,2,3,4-tetrahydro-2-quinolinecarboxylic Acid). RXN SMILES: C([S:9][CH:10]([CH3:26])[C:11]([N:13]1[C:22]2[C:17](=[CH:18][CH:19]=[CH:20][CH:21]=2)[CH2:16][CH2:15][CH:14]1[C:23]([OH:25])=[O:24])=[O:12])(=O)C1C=CC=CC=1.[OH-].[NH4+]>O>[SH:9][CH:10]([CH3:26])[C:11]([N:13]1[C:22]2[C:17](=[CH:18][CH:19]=[CH:20][CH:21]=2)[CH2:16][CH2:15][CH:14]1[C:23]([OH:25])=[O:24])=[O:12] |f:1.2|. Procedure details: (±)-1-(2-Benzoylthio-1-oxopropyl)-1,2,3,4-tetrahydro-2-quinolinecarboxylic acid (4.5 g), concentrated ammonium hydroxide (8 ml) and water (16 ml) were combined and stirred at room temperature under nitrogen for three hours. The benzamide was filtered and the filtrate diluted with water (25 ml). The reaction mixture was then extracted with ethyl acetate and acidified with concentrated hydrochloric acid. The product was extracted with chloroform and the chloroform extracts dried over sodium sulfat... Starting materials: C(C(=O)Cl)(=O)Cl (Oxalyl chloride), C(CC=C)C(C(=O)O)C1=CC(=CC(=C1)C(F)(F)F)C(F)(F)F ((RS)-α-(3-butenyl)-3,5-bis(trifluoromethyl)benzeneacetic acid), Cl.O=C1CCC(CC1)(C1=CC=CC=C1)N (4-oxo-1-phenylcyclohexylamine hydrochloride), N1=CC=CC=C1 (Pyridine). Run in ClCCl (dichloromethane), CN(C=O)C (dimethylformamide), ClCCl (dichloromethane). Conditions: time 3 hour. Product: C(CC=C)C(C(=O)NC1(CCC(CC1)=O)C1=CC=CC=C1)C1=CC(=CC(=C1)C(F)(F)F)C(F)(F)F ((RS)-α-(3-Butenyl)-N-(4-oxo-1-phenylcyclohexyl)-3,5-bis(trifluoromethyl)-benzeneacetamide). Isolated yield 51.7%. As a reaction SMILES: C(Cl)(=O)C(Cl)=O.[CH2:7]([CH:11]([C:15]1[CH:20]=[C:19]([C:21]([F:24])([F:23])[F:22])[CH:18]=[C:17]([C:25]([F:28])([F:27])[F:26])[CH:16]=1)[C:12]([OH:14])=O)[CH2:8][CH:9]=[CH2:10].Cl.[O:30]=[C:31]1[CH2:36][CH2:35][C:34]([NH2:43])([C:37]2[CH:42]=[CH:41][CH:40]=[CH:39][CH:38]=2)[CH2:33][CH2:32]1.N1C=CC=CC=1>ClCCl.CN(C)C=O>[CH2:7]([CH:11]([C:15]1[CH:16]=[C:17]([C:25]([F:27])([F:28])[F:26])[CH:18]=[C:19]([C:21]([F:24])([F:22])[F:23])[CH:20]=1)[C:12]([NH:43][C:34]1([C:37]2[CH:42]=[CH:41][CH:40]=[CH:39][CH:38]=2)[CH2:33][CH2:32][C:31](=[O:30])[CH2:36][CH2:35]1)=[O:14])[CH2:8][CH:9]=[CH2:10] |f:2.3|. Procedure details: Oxalyl chloride (4.22 mL, 48.4 mmol) was added to a solution of (RS)-α-(3-butenyl)-3,5-bis(trifluoromethyl)benzeneacetic acid (Description 8, 24.2 mmol) and dimethylformamide (0.1 mL) in dichloromethane (80 mL) and the mixture was stirred at room temperature for 3 hours. The solvent was evaporated under reduced pressure and toluene was added and evaporated under reduced pressure. The residue was dissolved in dichloromethane (50 mL) and added to a stirred, cooled (0° C.) solution of 4-oxo-1-pheny... Reaction SMILES: C([O:5][C:6](=[O:25])[C@@H:7]1[CH2:11][CH2:10][CH2:9][N:8]1[C:12](=[O:24])[CH:13]([CH3:23])[CH2:14][S:15][CH2:16][C:17]1[CH:22]=[CH:21][CH:20]=[CH:19][CH:18]=1)(C)(C)C>C1(OC)C=CC=CC=1.FC(F)(F)C(O)=O>[CH2:16]([S:15][CH2:14][CH:13]([CH3:23])[C:12]([N:8]1[CH2:9][CH2:10][CH2:11][C@H:7]1[C:6]([OH:25])=[O:5])=[O:24])[C:17]1[CH:18]=[CH:19][CH:20]=[CH:21][CH:22]=1. Reported procedure: 1-[3-(benzylthio)-2-methylpropanoyl]-L-proline tert.butyl ester (7.8 g.) is dissolved in a mixture of anisole (55 ml.) and trifluoroacetic acid (110 ml.). After one hour storage at room temperature, the solvent is removed in vacuo and the residue is dissolved in ether, washed several times with saturated sodium chloride, dried over magnesium sulfate and evaporated to dryness in vacuo to yield 1-[3-(benzylthio)-2-methylpropanoyl]-L-proline. Rf 0.5 (Silica gel, Benzene/acetic acid 3:1) Rf 0.5. (Si... Run in C1(=CC=CC=C1)OC (anisole), FC(C(=O)O)(F)F (trifluoroacetic acid). Reactants: C(C)(C)(C)OC([C@H]1N(CCC1)C(C(CSCC1=CC=CC=C1)C)=O)=O (1-[3-(benzylthio)-2-methylpropanoyl]-L-proline tert.butyl ester). Reaction conditions: time 1 hour. The product is C(C1=CC=CC=C1)SCC(C(=O)N1[C@H](C(=O)O)CCC1)C (1-[3-(benzylthio)-2-methylpropanoyl]-L-proline). Starting materials: O (water), C(C)(=O)OCC (ethyl acetate), C(C)(=O)OCC (ethyl acetate), sodium hydrogenated bis(2-methoxyethoxy)aluminum, C1(=CC=CC=C1)C (toluene), ice, BrC1=CC=C(C2=C1SC=C2CO)C (7-bromo-3-hydroxymethyl-4-methyl-benzo[b]thiophene), O (water). Solvent: C1(=CC=CC=C1)C.C1CCOC1 (toluene THF). Run at temperature 70 celsius, time 3 hour. Yields the product OCC=1C2=C(SC1)C=CC=C2C (3-hydroxymethyl-4-methyl-benzo[b]thiophene). Yield: 96.6%. As a reaction SMILES: Br[C:2]1[C:7]2[S:8][CH:9]=[C:10]([CH2:11][OH:12])[C:6]=2[C:5]([CH3:13])=[CH:4][CH:3]=1.C1(C)C=CC=CC=1.C(OCC)(=O)C.O>C1(C)C=CC=CC=1.C1COCC1>[OH:12][CH2:11][C:10]1[C:6]2[C:5]([CH3:13])=[CH:4][CH:3]=[CH:2][C:7]=2[S:8][CH:9]=1 |f:4.5|. Procedure: A solution of 7-bromo-3-hydroxymethyl-4-methyl-benzo[b]thiophene (45.91 g, 179 mmol) in toluene-THF (5/1, 220 ml) was placed in an ice bath, to which a solution of 3.4 M sodium hydrogenated bis(2-methoxyethoxy)aluminum in toluene (215 ml, 731 mmol) was added dropwise over 30 minutes. After the dropwise addition was complete, the reaction mixture was stirred at 70° C. for 3 hours, and it was brought back to room temperature and placed in an ice bath, to which ethyl acetate (300 ml) was slowly add... Starting materials: C(CCC)[Li] (n-butyllithium), ClC=1N=C(NC1CC)C(=O)N[C@@H]1[C@@H](CN(CC1)C=1SC(=C(N1)C=O)C(=O)OCC)OC (Ethyl cis(±)-2-(4-{[(4-chloro-5-ethyl-1H-imidazol-2-yl)carbonyl]amino}-3-methoxypiperidin-1-yl)-4-formyl-1,3-thiazole-5-carboxylate). The reagents and catalysts are [Br-].C[P+](C1=CC=CC=C1)(C1=CC=CC=C1)C1=CC=CC=C1 (Methyltriphenylphosphonium bromide). The solvent is C1CCOC1 (THF), [Cl-].[Na+].O (Brine). Conditions: temperature -78 celsius, time 25 minute. The product is ClC=1N=C(NC1CC)C(=O)N[C@@H]1[C@@H](CN(CC1)C=1SC(=C(N1)C=C)C(=O)OCC)OC (Ethyl cis(±)-2-(4-{[(4-chloro-5-ethyl-1H-imidazol-2-yl)carbonyl]amino}-3-methoxypiperidin-1-yl)-4-vinyl-1,3-thiazole-5-carboxylate). The yield is 20.0%. As a reaction SMILES: [CH2:1]([Li])CCC.[Cl:6][C:7]1[N:8]=[C:9]([C:14]([NH:16][C@H:17]2[CH2:22][CH2:21][N:20]([C:23]3[S:24][C:25]([C:30]([O:32][CH2:33][CH3:34])=[O:31])=[C:26]([CH:28]=O)[N:27]=3)[CH2:19][C@H:18]2[O:35][CH3:36])=[O:15])[NH:10][C:11]=1[CH2:12][CH3:13]>[Br-].C[P+](C1C=CC=CC=1)(C1C=CC=CC=1)C1C=CC=CC=1.C1COCC1.[Cl-].[Na+].O>[Cl:6][C:7]1[N:8]=[C:9]([C:14]([NH:16][C@H:17]2[CH2:22][CH2:21][N:20]([C:23]3[S:24][C:25]([C:30]([O:32][CH2:33][CH3:34])=[O:31])=[C:26]([CH:28]=[CH2:1])[N:27]=3)[CH2:19][C@H:18]2[O:35][CH3:36])=[O:15])[NH:10][C:11]=1[CH2:12][CH3:13] |f:2.3,5.6.7|. Reported procedure: Methyltriphenylphosphonium bromide (0.19 g, 0.53 mmol) was suspended in THF (4 mL), followed by cooling to −78° C. An n-butyllithium/1.58 M hexane solution (0.34 mL, 0.54 mmol) was added dropwise, followed by stirring for 25 minutes. Ethyl cis(±)-2-(4-{[(4-chloro-5-ethyl-1H-imidazol-2-yl)carbonyl]amino}-3-methoxypiperidin-1-yl)-4-formyl-1,3-thiazole-5-carboxylate obtained in Example (28a) (74 mg, 0.16 mmol) was added, and the mixture was heated to room temperature and stirred for one hour. Brine... Starting materials: C(CO)O (ethylene glycol), Cl.C1=CC=CC2=NC3=CC=CC=C3C(=C12)NNS(=O)(=O)C1=CC=C(C=C1)C (N1 -9-acridinyl-N2 -p-toluenesulfonylhydrazine hydrochloride), [OH-].[Na+] (sodium hydroxide). Run in O (water). Yields the product COC1=CC=CC2=CC3=CC=CC=C3N=C12 (4-methoxyacridine), CCCCCC.C(C)(=O)OCC (hexane ethyl acetate). Yield: 95.2%. As a reaction SMILES: Cl.[CH:2]1[C:15]2[C:6](=[N:7][C:8]3[C:13]([C:14]=2NNS(C2C=C[C:24]([CH3:27])=CC=2)(=O)=O)=[CH:12][CH:11]=[CH:10][CH:9]=3)[CH:5]=[CH:4][CH:3]=1.[OH-:28].[Na+].[CH2:30]([OH:33])[CH2:31][OH:32]>O>[CH3:31][O:32][C:5]1[C:6]2[C:15](=[CH:14][C:13]3[C:8]([N:7]=2)=[CH:9][CH:10]=[CH:11][CH:12]=3)[CH:2]=[CH:3][CH:4]=1.[CH3:14][CH2:15][CH2:2][CH2:3][CH2:4][CH3:5].[C:30]([O:33][CH2:24][CH3:27])(=[O:28])[CH3:31] |f:0.1,2.3,7.8|. Procedure details: A mixed solution comprising 124 mg of N1 -9-(4-methoxy)acridinyl-N2 -p-toluenesulfonylhydrazine hydrochloride (18), 40 mg of sodium hydroxide, and 5 ml of ethylene glycol was allowed to react at 100° C. for a period of one hour. After the completion of the reaction, the reacted solution was introduced into water and the product was extracted by ethyl acetate. After ethyl acetate was distilled away, the residue was purified by column chromatography and 57.6 mg of 4-methoxyacridine (19) was obtain...